Dataset: the Open Reaction Database (ORD), a public repository of structured organic reaction records. Task: describe an organic reaction: reactants, conditions, products, and yield Reactants: COC=1C=CC2=C(SC(=C2OC2=CC=C(C=C2)/C=C/C(=O)OC(C)(C)C)C2=CC=C(C=C2)OC)C1 ((E)-tert-butyl 3-(4-((6-methoxy-2-(4-methoxyphenyl)benzo[b]thiophen-3-yl)oxy)phenyl)acrylate), CO (MeOH). The reagents and catalysts are [Pd] (palladium on carbon). The solvent is C(Cl)Cl (DCM). Run at time 12 hour. Yields the product COC=1C=CC2=C(SC(=C2OC2=CC=C(C=C2)C=CC(=O)OC(C)(C)C)C2=CC=C(C=C2)OC)C1 (tert-butyl 3-(4-((6-methoxy-2-(4-methoxyphenyl)benzo[b]thiophen-3-yl)oxy)phenyl)propenoate). Isolated yield 100.0%. Reaction SMILES: [CH3:1][O:2][C:3]1[CH:4]=[CH:5][C:6]2[C:10]([O:11][C:12]3[CH:17]=[CH:16][C:15](/[CH:18]=[CH:19]/[C:20]([O:22][C:23]([CH3:26])([CH3:25])[CH3:24])=[O:21])=[CH:14][CH:13]=3)=[C:9]([C:27]3[CH:32]=[CH:31][C:30]([O:33][CH3:34])=[CH:29][CH:28]=3)[S:8][C:7]=2[CH:35]=1.CO>[Pd].C(Cl)Cl>[CH3:1][O:2][C:3]1[CH:4]=[CH:5][C:6]2[C:10]([O:11][C:12]3[CH:17]=[CH:16][C:15]([CH:18]=[CH:19][C:20]([O:22][C:23]([CH3:26])([CH3:25])[CH3:24])=[O:21])=[CH:14][CH:13]=3)=[C:9]([C:27]3[CH:28]=[CH:29][C:30]([O:33][CH3:34])=[CH:31][CH:32]=3)[S:8][C:7]=2[CH:35]=1. Procedure: To a solution of (E)-tert-butyl 3-(4-((6-methoxy-2-(4-methoxyphenyl)benzo[b]thiophen-3-yl)oxy)phenyl)acrylate (27 mg, 0.06 mmol) in 4:1 MeOH:DCM (2.5 mL) was added palladium on carbon (10% wt., 0.59 mg, 5.53 μmol). The reaction was stirred at room temperature under a hydrogen balloon for 12 h after which the reaction was purged with nitrogen and filtered through Celite™. The remaining palladium was washed with DCM (30 mL) and the resulting solution was concentrated in vacuo to afford tert-butyl ... The reactants are N#CC1CN1, CCOC(C)=O, Cc1ccccc1, O=C=NC(=O)CCl. Yields the product N#CC1CN1C(=O)NC(=O)CCl. As a reaction SMILES: [C:15](#[N:16])[CH:17]1[NH:18][CH2:19]1.[CH3:20][CH2:21][O:22][C:23](=[O:24])[CH3:25].[CH3:8][c:9]1[cH:10][cH:11][cH:12][cH:13][cH:14]1.[Cl:1][CH2:2][C:3](=[O:4])[N:5]=[C:6]=[O:7]>>[Cl:1][CH2:2][C:3](=[O:4])[NH:5][C:6](=[O:7])[N:18]1[CH:17]([C:15]#[N:16])[CH2:19]1. The product is C(C1=CC=CC=C1)(=O)C1(N(CCNC1=O)C(=O)OC(C)(C)C)C (t-Butyl 2-benzoyl-2-methyl-3-oxo-1-piperazinecarboxylate). Procedure: When in the procedure of Example 3a, methyl iodide is substituted for p-benzyloxybenzyl chloride and 27d is substituted for 2, the title compound is obtained. Reactants: CI (methyl iodide), C(C1=CC=CC=C1)OC1=CC=C(CCl)C=C1 (p-benzyloxybenzyl chloride), C(C1=CC=CC=C1)(=O)C1N(CCNC1=O)C(=O)OC(C)(C)C (t-Butyl 2-Benzoyl-3-oxo-1-piperazinecarboxylate). As a reaction SMILES: CI.[CH2:3]([O:10]C1C=CC(CCl)=CC=1)[C:4]1[CH:9]=[CH:8][CH:7]=[CH:6][CH:5]=1.[C:19]([CH:27]1[C:32](=[O:33])[NH:31][CH2:30][CH2:29][N:28]1[C:34]([O:36][C:37]([CH3:40])([CH3:39])[CH3:38])=[O:35])(=O)C1C=CC=CC=1>>[C:3]([C:27]1([CH3:19])[C:32](=[O:33])[NH:31][CH2:30][CH2:29][N:28]1[C:34]([O:36][C:37]([CH3:40])([CH3:39])[CH3:38])=[O:35])(=[O:10])[C:4]1[CH:5]=[CH:6][CH:7]=[CH:8][CH:9]=1.